Dataset: the Open Reaction Database (ORD), a public repository of structured organic reaction records. Task: describe an organic reaction: reactants, conditions, products, and yield The reactants are C(#C)C=1C=C(C=CC1)NC1=NC=NC2=CC=C(C=C12)NC(C=C1CCNCC1)=O (N-(4-(3-ethynylphenylamino)quinazolin-6-yl)-2-(piperidin-4-ylidene)acetamide), CI (methyl iodide), C([O-])([O-])=O.[K+].[K+] (potassium carbonate). Solvent: C(C)#N (acetonitrile). Run at time 24 hour. Yields the product C(#C)C=1C=C(C=CC1)NC1=NC=NC2=CC=C(C=C12)NC(C=C1CCN(CC1)C)=O (N-(4-(3-ethynylphenylamino)quinazolin-6-yl)-2-(1-methylpiperidin-4-ylidene)acetamide). Reaction SMILES: [C:1]([C:3]1[CH:4]=[C:5]([NH:9][C:10]2[C:19]3[C:14](=[CH:15][CH:16]=[C:17]([NH:20][C:21](=[O:29])[CH:22]=[C:23]4[CH2:28][CH2:27][NH:26][CH2:25][CH2:24]4)[CH:18]=3)[N:13]=[CH:12][N:11]=2)[CH:6]=[CH:7][CH:8]=1)#[CH:2].CI.[C:32](=O)([O-])[O-].[K+].[K+]>C(#N)C>[C:1]([C:3]1[CH:4]=[C:5]([NH:9][C:10]2[C:19]3[C:14](=[CH:15][CH:16]=[C:17]([NH:20][C:21](=[O:29])[CH:22]=[C:23]4[CH2:28][CH2:27][N:26]([CH3:32])[CH2:25][CH2:24]4)[CH:18]=3)[N:13]=[CH:12][N:11]=2)[CH:6]=[CH:7][CH:8]=1)#[CH:2] |f:2.3.4|. Procedure: N-(4-(3-ethynylphenylamino)quinazolin-6-yl)-2-(piperidin-4-ylidene)acetamide (20 mg, 0.046 mmol), methyl iodide (8.0 mg, 0.056 mmol), anhydrous potassium carbonate (17 mg), and acetonitrile (5 mL) were placed in a one-neck flask (50 mL). The reaction mixture was stirred at room temperature for 24 hours. After reaction completion, the solution was filtered, and evaporated in vacuo to give a solid. The solid was purified by TLC (silica gel plate, thickness 5 mm, chloroform:methanol=95:5). MS: 398 ... The reactants are ClC1=C(C=CC(=C1C(C)F)Cl)Br (2,4 dichloro-3-(1-fluoroethyl)-bromobenzene), C(C)(=O)NC1=C(C(=NC(=C1)[Sn](C)(C)C)C(=O)OC)Cl (4-acetylamino-3-chloro-6-trimethylstannyl-pyridine-2-carboxylic acid, methyl ester), [F-].[Cs+] (cesium fluoride), O (Water). Reagents/catalysts: [Cu](I)I (copper iodide), Cl[Pd]([P](C1=CC=CC=C1)(C2=CC=CC=C2)C3=CC=CC=C3)([P](C4=CC=CC=C4)(C5=CC=CC=C5)C6=CC=CC=C6)Cl (dichlorobis(triphenylphosphine)palladium). The solvent is CN(C)C=O (DMF). The product is C(C)(=O)NC1=C(C(=NC(=C1)C1=C(C(=C(C=C1)Cl)C(C)F)Cl)C(=O)OC)Cl (4-acetylamino-3-chloro-6-[2,4 dichloro-3-(1-fluoroethyl)phenyl]pyridine-2-carboxylic acid, methyl ester). As a reaction SMILES: [Cl:1][C:2]1[C:7]([CH:8]([F:10])[CH3:9])=[C:6]([Cl:11])[CH:5]=[CH:4][C:3]=1Br.[C:13]([NH:16][C:17]1[CH:22]=[C:21]([Sn](C)(C)C)[N:20]=[C:19]([C:27]([O:29][CH3:30])=[O:28])[C:18]=1[Cl:31])(=[O:15])[CH3:14].[F-].[Cs+].O>CN(C=O)C.[Cu](I)I.Cl[Pd](Cl)([P](C1C=CC=CC=1)(C1C=CC=CC=1)C1C=CC=CC=1)[P](C1C=CC=CC=1)(C1C=CC=CC=1)C1C=CC=CC=1>[C:13]([NH:16][C:17]1[CH:22]=[C:21]([C:3]2[CH:4]=[CH:5][C:6]([Cl:11])=[C:7]([CH:8]([F:10])[CH3:9])[C:2]=2[Cl:1])[N:20]=[C:19]([C:27]([O:29][CH3:30])=[O:28])[C:18]=1[Cl:31])(=[O:15])[CH3:14] |f:2.3,^1:45,64|. Reported procedure: A solution of 2,4 dichloro-3-(1-fluoroethyl)-bromobenzene (3.4 g, 12.5 mmol), 4-acetylamino-3-chloro-6-trimethylstannyl-pyridine-2-carboxylic acid, methyl ester (4.7 g, 12.5 mmol), copper iodide (0.4 g, 2.1 mmol), cesium fluoride (3.6 g, 25 mmol) and dichlorobis(triphenylphosphine)palladium (0.14 g, 2 mmol) in DMF (50 mL) was heated to 70° C. for 2 hours. Water (100 mL) was added the mixture extracted with ethyl acetate (2×100 mL). The combined extracts were washed with brine, dried (sodium sulf... The reactants are [N+]1(=CC=[N+](C2=CC=CC=C12)[O-])[O-] (quinoxaline-1,4-dioxide), C1(=CC=CC=C1)S(=O)(=O)Cl (benzenesulfonyl chloride), N1=CC=NC2=CC=CC=C12 (quinoxaline), [N+]1(=CC=[N+](C2=CC=CC=C12)[O-])[O-] (quinoxaline-1,4-dioxide), C(C)(=O)OO (peracetic acid), C([O-])(O)=O.[Na+] (sodium bicarbonate). Run in C(C)(=O)OC(C)=O (acetic anhydride). The product is ClC1=[N+](C2=CC=CC=C2N=C1)[O-] (2-chloroquinoxaline-1-oxide). Yield: 60.0%. RXN SMILES: N1C2C(=CC=CC=2)N=CC=1.[N+:11]1([O-:22])[C:20]2[C:15](=[CH:16][CH:17]=[CH:18][CH:19]=2)[N+:14]([O-])=[CH:13][CH:12]=1.C(OO)(=O)C.C1(S([Cl:37])(=O)=O)C=CC=CC=1.C(=O)(O)[O-].[Na+]>C(OC(=O)C)(=O)C>[Cl:37][C:12]1[CH:13]=[N:14][C:15]2[C:20](=[CH:19][CH:18]=[CH:17][CH:16]=2)[N+:11]=1[O-:22] |f:4.5|. Procedure: The invented compounds may be made from known starting materials by readily practiced processes. Starting wth quinoxaline, this is oxidized to quinoxaline-1,4-dioxide with 1.2 molar peracetic acid in acetic anhydride (melting point of the product equals 241.5°-242°C.). The yield obtained is 50 to 60% of theoretical. See Journal of the Chemical Society, page 2816 (1953, J. K. Landquist). The quinoxaline-1,4-dioxide is reacted with a 6 molar excess of benzenesulfonyl chloride and the greygreen sol...